The task is: describe an organic reaction: reactants, conditions, products, and yield. This data is from the Open Reaction Database (ORD), a public repository of structured organic reaction records. Reactants: N1C=NC=C1 (imidazole), ClCCCOC (1-chloro-3-methoxypropane), [H-].[Na+] (sodium hydride). Solvent: CN(C=O)C (N,N-dimethylformamide), CN(C=O)C (N,N-dimethylformamide). Reaction conditions: time 1 hour. The product is COCCCN1C=NC=C1 (1-(3-Methoxypropyl)-1H-imidazole), SiO2. Reaction SMILES: [NH:1]1[CH:5]=[CH:4][N:3]=[CH:2]1.[H-].[Na+].Cl[CH2:9][CH2:10][CH2:11][O:12][CH3:13]>CN(C)C=O>[CH3:13][O:12][CH2:11][CH2:10][CH2:9][N:1]1[CH:5]=[CH:4][N:3]=[CH:2]1 |f:1.2|. Reported procedure: The mixture of 5.02 g of imidazole and 50 ml of N,N-dimethylformamide is admixed at 0° C. with 3.52 g of sodium hydride dispersion (69%) and stirred at room temperature over 1 hour. The solution of 8.36 g of 1-chloro-3-methoxypropane in 10 ml of N,N-dimethylformamide is added and the reaction solution is subsequently stirred at 60° C. over 2 hours. The reaction mixture is cooled, poured onto ice-water (150 ml) and extracted with ethyl acetate (3×150 ml). The organic phases are washed with water ... Reaction conditions: temperature 25 celsius, time 1 hour. Reactants: [H-].[Na+] (sodium hydride), ice water, CN1CCN(CC1)CC=1C=C2C=CNC2=CC1 (5-(4-Methylpiperazin-1-yl methyl)-1H-indole), C1(=CC=CC=C1)S(=O)(=O)Cl (benzenesulfonyl chloride). As a reaction SMILES: [CH3:1][N:2]1[CH2:7][CH2:6][N:5]([CH2:8][C:9]2[CH:10]=[C:11]3[C:15](=[CH:16][CH:17]=2)[NH:14][CH:13]=[CH:12]3)[CH2:4][CH2:3]1.[H-].[Na+].[C:20]1([S:26]([Cl:29])(=[O:28])=[O:27])[CH:25]=[CH:24][CH:23]=[CH:22][CH:21]=1>CN(C)C=O>[ClH:29].[ClH:29].[C:20]1([S:26]([N:14]2[C:15]3[C:11](=[CH:10][C:9]([CH2:8][N:5]4[CH2:4][CH2:3][N:2]([CH3:1])[CH2:7][CH2:6]4)=[CH:17][CH:16]=3)[CH:12]=[CH:13]2)(=[O:28])=[O:27])[CH:25]=[CH:24][CH:23]=[CH:22][CH:21]=1 |f:1.2,5.6.7|. Reported procedure: 5-(4-Methylpiperazine-1-ylmethyl)-1H-indole (0.8733 mmol, 0.2 gram) (obtained from Example 1) was dissolved in 2 mL N,N-dimethyl formamide. The above solution was then added slowly to 25 mL flask, containing a suspension of sodium hydride (1.31 mmol, 31.4 mg) in 1 mL DMF under nitrogen atmosphere, while maintaining the temperature below 10° C. The reaction mixture was then stirred for a period of 1 hour at 25° C. To this well stirred solution, benzenesulfonyl chloride (1.31 mmol, 0.2312 gram) wa... Product: Cl.Cl.C1(=CC=CC=C1)S(=O)(=O)N1C=CC2=CC(=CC=C12)CN1CCN(CC1)C (1-Benzenesulfonyl-5-(4-methylpiperazin-1-yl methyl)-1H-indole dihydrochloride). The solvent is CN(C)C=O (DMF), CN(C=O)C (N,N-dimethyl formamide).